This data is from the Open Reaction Database (ORD), a public repository of structured organic reaction records. The task is: describe an organic reaction: reactants, conditions, products, and yield The reactants are OC[C@H](O)[C@@H](O)[C@H](O)[C@H](O)CO (sorbitol), CC(C(C=1C=CC=CC1)O)N.Cl (phenylpropanolamine hydrochloride). Reported procedure: Once thoroughly dispersed, the molten sorbitol melt containing uniformly dispersed particles of phenylpropanolamine hydrochloride was placed in a jacketed agitator equipped with double Sigma blades and slowly cooled to 90° C. with a steam/water mix flowing through the jacket and maintaining constant agitation, until the molten magma was crystallized to a viscous mass. At this point, such viscous mass was transferred to trays and held in an oven at 90° C. for 4 hours until it was fully crystalliz... The solvent is O (water). Reaction conditions: time 4 hour. The product is CC(C(C=1C=CC=CC1)O)N.Cl.OC[C@H](O)[C@@H](O)[C@H](O)[C@H](O)CO (Phenylpropanolamine hydrochloride Sorbitol). RXN SMILES: [OH:1][CH2:2][C@@H:3]([C@H:5]([C@@H:7]([C@@H:9]([CH2:11][OH:12])[OH:10])[OH:8])[OH:6])[OH:4].[CH3:13][CH:14]([NH2:23])[CH:15]([OH:22])[C:16]1[CH:17]=[CH:18][CH:19]=[CH:20][CH:21]=1.[ClH:24]>O>[CH3:13][CH:14]([NH2:23])[CH:15]([OH:22])[C:16]1[CH:17]=[CH:18][CH:19]=[CH:20][CH:21]=1.[ClH:24].[OH:12][CH2:11][C@@H:9]([C@H:7]([C@@H:5]([C@@H:3]([CH2:2][OH:1])[OH:4])[OH:6])[OH:8])[OH:10] |f:1.2,4.5.6|. Reactants: [H-].C(C(C)C)[Al+]CC(C)C (diisobutyl aluminium hydride), C(=O)(OCC)CC1(CC2CCCCC2CC1)O (2-carbethoxymethyl-2-hydroxy-decalin), aqueous solution, S(O)(O)(=O)=O (sulphuric acid). Solvent: C1=CC=CC=C1 (benzene), C1=CC=CC=C1 (benzene). The product is OCCC1C(CCC2CCCCC12)O (2-hydroxy-ethyl-2-hydroxy-decalin). The yield is 72.0%. Reaction SMILES: [H-].C([Al+]C[CH:8]([CH3:10])C)C(C)C.C(C[C:17]1([OH:27])[CH2:26][CH2:25][CH:24]2[CH:19]([CH2:20][CH2:21][CH2:22][CH2:23]2)[CH2:18]1)(OCC)=O.S(=O)(=O)(O)[OH:29]>C1C=CC=CC=1>[OH:29][CH2:8][CH2:10][CH:18]1[CH:19]2[CH:24]([CH2:23][CH2:22][CH2:21][CH2:20]2)[CH2:25][CH2:26][CH:17]1[OH:27] |f:0.1|. Reported procedure: A solution of 235 g of diisobutyl aluminium hydride in 300 ml of anhydrous benzene is added dropwise to a mixture of 120 g of 2-carbethoxymethyl-2-hydroxy-decalin and 120 ml of anhydrous benzene under nitrogen. During the addition the temperature of the reaction mass is held between 15° and 20°C. This temperature is maintained for a further two hours after the end of the addition. The mass is then cooled to 0°C and hydrolysed with 1500 ml of a 10% aqueous solution of sulphuric acid. The temperat... The reactants are NC=1SC(=C(N1)C(=O)N1[C@@H]([C@H]2C[C@H]2C1)CN)C1=CC(=CC=C1)F ([2-Amino-5-(3-fluoro-phenyl)-thiazol-4-yl]-((1S,2S,5R)-2-aminomethyl-3-aza-bicyclo[3.1.0]hex-3-yl)-methanone), C(C)N1N=C(C=C1C(=O)O)C (2-Ethyl-5-methyl-2H-pyrazole-3-carboxylic acid). The product is NC=1SC(=C(N1)C(=O)N1[C@@H]([C@H]2C[C@H]2C1)CNC(=O)C=1N(N=C(C1)C)CC)C1=CC(=CC=C1)F (2-Ethyl-5-methyl-2H-pyrazole-3-carboxylic Acid{(1S,2S,5R)-3-[2-amino-5-(3-fluoro-phenyl)-thiazole-4-carbonyl]-3-aza-bicyclo[3.1.0]hex-2-ylmethyl}-amide). As a reaction SMILES: [NH2:1][C:2]1[S:3][C:4]([C:17]2[CH:22]=[CH:21][CH:20]=[C:19]([F:23])[CH:18]=2)=[C:5]([C:7]([N:9]2[CH2:14][C@H:13]3[C@H:11]([CH2:12]3)[C@H:10]2[CH2:15][NH2:16])=[O:8])[N:6]=1.[CH2:24]([N:26]1[C:30]([C:31](O)=[O:32])=[CH:29][C:28]([CH3:34])=[N:27]1)[CH3:25]>>[NH2:1][C:2]1[S:3][C:4]([C:17]2[CH:22]=[CH:21][CH:20]=[C:19]([F:23])[CH:18]=2)=[C:5]([C:7]([N:9]2[CH2:14][C@H:13]3[C@H:11]([CH2:12]3)[C@H:10]2[CH2:15][NH:16][C:31]([C:30]2[N:26]([CH2:24][CH3:25])[N:27]=[C:28]([CH3:34])[CH:29]=2)=[O:32])=[O:8])[N:6]=1. Procedure details: prepared by reaction of [2-Amino-5-(3-fluoro-phenyl)-thiazol-4-yl]-((1S,2S,5R)-2-aminomethyl-3-aza-bicyclo[3.1.0]hex-3-yl)-methanone with 2-Ethyl-5-methyl-2H-pyrazole-3-carboxylic acid. LC-MS (basic): tR=0.76 min; [M+H]+=469.3. The reactants are COC=1C=C(C(=O)NC)C=C(C1OC)[N+](=O)[O-] (3,4-dimethoxy-N-methyl-5-nitro-benzamide), P(Cl)(Cl)(Cl)(Cl)Cl (phosphorous pentachloride). The solvent is C1(=CC=CC=C1)C (toluene). Product: COC=1C=C(C(=NC)Cl)C=C(C1OC)[N+](=O)[O-] (3,4-dimethoxy-N-methyl-5-nitro-benzimidoyl chloride). Reaction SMILES: [CH3:1][O:2][C:3]1[CH:4]=[C:5]([CH:10]=[C:11]([N+:15]([O-:17])=[O:16])[C:12]=1[O:13][CH3:14])[C:6]([NH:8][CH3:9])=O.P(Cl)(Cl)(Cl)(Cl)[Cl:19]>C1(C)C=CC=CC=1>[CH3:1][O:2][C:3]1[CH:4]=[C:5]([CH:10]=[C:11]([N+:15]([O-:17])=[O:16])[C:12]=1[O:13][CH3:14])[C:6]([Cl:19])=[N:8][CH3:9]. Reported procedure: To a stirred suspension of 3,4-dimethoxy-N-methyl-5-nitro-benzamide (0.40 g, 1.66 mmol) in toluene (10 mL) was added phosphorous pentachloride (0.28 g, 1.83 mmol) portionwise. Upon completion of addition, the reaction mixture was warmed to reflux till complete disappearance of starting material. Evaporation to dryness resulted in a crude solid that was washed with diethyl ether, affording 3,4-dimethoxy-N-methyl-5-nitro-benzimidoyl chloride, 0.37 g (85%). The reactants are S(=O)(=O)(OC)OC (dimethyl sulfate), ClC1=C(OC2=CC=C(OC(CO)C)C=C2)C=CC(=C1)Cl (β-[4-(2,4-dichlorophenoxy)phenoxy]propanol), O (water). The solvent is [OH-].[Na+] (sodium hydroxide). Run at temperature 60 celsius. Product: COCC(C)OC1=CC=C(C=C1)OC1=C(C=C(C=C1)Cl)Cl (α-Methoxy-β-[4-(2,4-dichlorophenoxy)phenoxy]propane). Isolated yield 47.9%. Reaction SMILES: [Cl:1][C:2]1[CH:19]=[C:18]([Cl:20])[CH:17]=[CH:16][C:3]=1[O:4][C:5]1[CH:15]=[CH:14][C:8]([O:9][CH:10]([CH3:13])[CH2:11][OH:12])=[CH:7][CH:6]=1.S(OC)(O[CH3:25])(=O)=O.O>[OH-].[Na+]>[CH3:25][O:12][CH2:11][CH:10]([O:9][C:8]1[CH:14]=[CH:15][C:5]([O:4][C:3]2[CH:16]=[CH:17][C:18]([Cl:20])=[CH:19][C:2]=2[Cl:1])=[CH:6][CH:7]=1)[CH3:13] |f:3.4|. Procedure details: 6 g of β-[4-(2,4-dichlorophenoxy)phenoxy]propanol was dissolved in 3.4 g of 30% aqueous sodium hydroxide. The solution was heated at a temperature of 60° C., then 3.1 g of dimethyl sulfate was added dropwise to the solution with stirring and the mixture was allowed to react for 1.5 hours. The reaction mixture was poured into an appropriate amount of water, and the mixture was extracted with diethyl ether. The extract was washed with water and dried over anhydrous sodium sulfate, and the ether wa... Reactants: CC(C)N1CCC(N)CC1, COCCOCCOc1cc(C(=O)O)n(CC(=O)Nc2ccc(Cl)cn2)n1, ClCCl, Cl. Product: COCCOCCOc1cc(C(=O)NC2CCN(C(C)C)CC2)n(CC(=O)Nc2ccc(Cl)cn2)n1. RXN SMILES: [CH:29]([CH3:30])([CH3:31])[N:32]1[CH2:33][CH2:34][CH:35]([NH2:38])[CH2:36][CH2:37]1.[Cl:1][c:2]1[cH:3][cH:4][c:5]([NH:8][C:9](=[O:10])[CH2:11][n:12]2[n:13][c:14]([O:20][CH2:21][CH2:22][O:23][CH2:24][CH2:25][O:26][CH3:27])[cH:15][c:16]2[C:17](=[O:18])[OH:19])[n:6][cH:7]1.[Cl:39][CH2:40][Cl:41].[ClH:28]>>[Cl:1][c:2]1[cH:3][cH:4][c:5]([NH:8][C:9](=[O:10])[CH2:11][n:12]2[n:13][c:14]([O:20][CH2:21][CH2:22][O:23][CH2:24][CH2:25][O:26][CH3:27])[cH:15][c:16]2[C:17](=[O:19])[NH:38][CH:35]2[CH2:34][CH2:33][N:32]([CH:29]([CH3:30])[CH3:31])[CH2:37][CH2:36]2)[n:6][cH:7]1. Run at time 2 hour. Procedure: A solution of 60 mg (0.11 mg) of tert-butyl (3RS,4RS,5SR)-4-(4-bromo-phenyl)-5-methoxymethyl-3-naphthalen-2-yl-methoxy-piperidine-1-carboxylate in 5 ml of methylene chloride was treated with 2 ml of 2 N hydrogen chloride in methanol and stirred at room temperature for 2 hours. For the working-up, the reaction solution was evaporated under reduced pressure. The residue was recrystallized from diethyl ether and gave 53 mg (98% of theory) of (3RS,4RS,5SR)-4-(4-bromo-phenyl)-5-methoxymethyl-3-naphth... Reactants: BrC1=CC=C(C=C1)C1C(C(N(CC1COC)C(=O)OC(C)(C)C)OC)C1=CC2=CC=CC=C2C=C1 (tert-butyl (3RS,4RS,5SR)-4-(4-bromo-phenyl)-5-methoxymethyl-3-naphthalen-2-yl-methoxy-piperidine-1-carboxylate), Cl (hydrogen chloride), CO (methanol). Run in C(Cl)Cl (methylene chloride). RXN SMILES: [Br:1][C:2]1[CH:7]=[CH:6][C:5]([CH:8]2[CH:13]([CH2:14][O:15][CH3:16])[CH2:12][N:11](C(OC(C)(C)C)=O)[CH:10](OC)[CH:9]2[C:26]2[CH:35]=[CH:34][C:33]3[C:28](=[CH:29][CH:30]=[CH:31][CH:32]=3)[CH:27]=2)=[CH:4][CH:3]=1.[ClH:36].[CH3:37][OH:38]>C(Cl)Cl>[ClH:36].[Br:1][C:2]1[CH:3]=[CH:4][C:5]([CH:8]2[CH:13]([CH2:14][O:15][CH3:16])[CH2:12][N:11]([O:38][CH3:37])[CH2:10][CH:9]2[C:26]2[CH:35]=[CH:34][C:33]3[C:28](=[CH:29][CH:30]=[CH:31][CH:32]=3)[CH:27]=2)=[CH:6][CH:7]=1 |f:4.5|. The product is Cl.BrC1=CC=C(C=C1)C1C(CN(CC1COC)OC)C1=CC2=CC=CC=C2C=C1 ((3RS,4RS,5SR)-4-(4-bromo-phenyl)-5-methoxymethyl-3-naphthalen-2-yl-methoxy-piperidine hydrochloride). Isolated yield 98.0%. The reactants are C(C)(=O)O[C@H]1[C@H](OC(C)=O)[C@@H](OC(C)=O)[C@H](OC(C)=O)[C@H](O1)COC(C)=O (β-D-glucose pentaacetate), [Al+3].[Cl-].[Cl-].[Cl-] (AlCl3), [Si](O)(O)(O)O (silicic acid), C1(=CC=CC=C1)C (toluene). Solvent: C(Cl)(Cl)Cl (CHCl3). Product: CC(=O)OC[C@@H]1[C@H]([C@@H]([C@H]([C@@H](O1)Cl)OC(=O)C)OC(=O)C)OC(=O)C (Acetochloro-β-D-glucose). RXN SMILES: C(O[C@@H:5]1[O:22][C@H:21]([CH2:23][O:24][C:25](=[O:27])[CH3:26])[C@@H:16]([O:17][C:18](=[O:20])[CH3:19])[C@H:11]([O:12][C:13](=[O:15])[CH3:14])[C@H:6]1[O:7][C:8](=[O:10])[CH3:9])(=O)C.[Al+3].[Cl-:29].[Cl-].[Cl-].C1(C)C=CC=CC=1.[Si](O)(O)(O)O>C(Cl)(Cl)Cl>[CH3:26][C:25]([O:24][CH2:23][C@H:21]1[O:22][C@@H:5]([Cl:29])[C@H:6]([O:7][C:8]([CH3:9])=[O:10])[C@@H:11]([O:12][C:13]([CH3:14])=[O:15])[C@@H:16]1[O:17][C:18]([CH3:19])=[O:20])=[O:27] |f:1.2.3.4|. Procedure: To a solution of β-D-glucose pentaacetate (20 g) in CHCl3 (100 mL) was added AlCl3 (3.6 g). After stirring at room temperature, toluene (100 mL) was added, followed by silicic acid (2 g). The mixture was stirred for a few minutes and the precipitate was removed by filtration. The solution was partially concentrated under vacuum and extracted with ice cold water (25 mL). The organic phase was concentrated to a syrupy mixture and ether was added to precipitate acetochloro-β-D-glucose as a powder (...